This data is from the Open Reaction Database (ORD), a public repository of structured organic reaction records. The task is: describe an organic reaction: reactants, conditions, products, and yield Reported procedure: 4-Biphenylsulfonic acid (3.0 g, 12.8 mmol) was heated at 70° C. with phosphorus oxychloride (1.30 ml, 14.0 mol) for 2 h. Excess phosphorus oxychloride was removed under reduced pressure. The residue was decomposed with ice water and extracted with ethyl acetate. The extract was washed with 5% sodium bicarbonate solution, dried over anhydrous magnesium sulfate and concentrated to yield 2.9 crude 4-biphenylsulfonyl chloride. The product is C1(=CC=C(C=C1)S(=O)(=O)Cl)C1=CC=CC=C1 (4-biphenylsulfonyl chloride). RXN SMILES: [C:1]1([C:11]2[CH:16]=[CH:15][CH:14]=[CH:13][CH:12]=2)[CH:6]=[CH:5][C:4]([S:7](O)(=[O:9])=[O:8])=[CH:3][CH:2]=1.P(Cl)(Cl)([Cl:19])=O>>[C:1]1([C:11]2[CH:16]=[CH:15][CH:14]=[CH:13][CH:12]=2)[CH:6]=[CH:5][C:4]([S:7]([Cl:19])(=[O:9])=[O:8])=[CH:3][CH:2]=1. Reactants: C1(=CC=C(C=C1)S(=O)(=O)O)C1=CC=CC=C1 (4-Biphenylsulfonic acid), P(=O)(Cl)(Cl)Cl (phosphorus oxychloride).